describe an organic reaction: reactants, conditions, products, and yield From a dataset of the Open Reaction Database (ORD), a public repository of structured organic reaction records. Starting materials: OC(C[C@@]1(CCN(C(O1)=O)[C@@H](C)C1=CC=C(C=C1)C=1C=NC(=NC1)C(=O)O)C(C)C)(C)C (5-(4-((S)-1-((S)-6-(2-hydroxy-2-methylpropyl)-6-isopropyl-2-oxo-1,3-oxazinan-3-yl)ethyl)phenyl)pyrimidine-2-carboxylic acid), C1(CC1)N (cyclopropylamine). Yields the product C1(CC1)NC(=O)C1=NC=C(C=N1)C1=CC=C(C=C1)[C@H](C)N1C(O[C@](CC1)(C(C)C)CC(C)(C)O)=O (N-cyclopropyl-5-(4-((S)-1-((S)-6-(2-hydroxy-2-methylpropyl)-6-isopropyl-2-oxo-1,3-oxazinan-3-yl)ethyl)phenyl)pyrimidine-2-carboxamide). RXN SMILES: [OH:1][C:2]([CH3:32])([CH3:31])[CH2:3][C@@:4]1([CH:28]([CH3:30])[CH3:29])[O:9][C:8](=[O:10])[N:7]([C@H:11]([C:13]2[CH:18]=[CH:17][C:16]([C:19]3[CH:20]=[N:21][C:22]([C:25](O)=[O:26])=[N:23][CH:24]=3)=[CH:15][CH:14]=2)[CH3:12])[CH2:6][CH2:5]1.[CH:33]1([NH2:36])[CH2:35][CH2:34]1>>[CH:33]1([NH:36][C:25]([C:22]2[N:21]=[CH:20][C:19]([C:16]3[CH:17]=[CH:18][C:13]([C@@H:11]([N:7]4[CH2:6][CH2:5][C@:4]([CH2:3][C:2]([OH:1])([CH3:32])[CH3:31])([CH:28]([CH3:29])[CH3:30])[O:9][C:8]4=[O:10])[CH3:12])=[CH:14][CH:15]=3)=[CH:24][N:23]=2)=[O:26])[CH2:35][CH2:34]1. Reported procedure: The title compound was prepared from 5-(4-((S)-1-((S)-6-(2-hydroxy-2-methylpropyl)-6-isopropyl-2-oxo-1,3-oxazinan-3-yl)ethyl)phenyl)pyrimidine-2-carboxylic acid and cyclopropylamine following a procedure analogous to that described in Example 25 Step 7. Product: CN1CCN2c3c(cc(-c4ccc(Cl)cc4Cl)cc31)C1CN(C(=O)OC(C)(C)C)CCC12. Reactants: C=CCCCCCC, C1CCOC1, Cc1ccccc1C, CN1C(=O)CN2c3c(cc(-c4ccc(Cl)cc4Cl)cc31)C1CN(C(=O)OC(C)(C)C)CCC12. Reaction SMILES: [CH2:42]=[CH:43][CH2:44][CH2:45][CH2:46][CH2:47][CH2:48][CH3:49].[CH2:50]1[O:51][CH2:52][CH2:53][CH2:54]1.[CH3:34][c:35]1[c:36]([CH3:37])[cH:38][cH:39][cH:40][cH:41]1.[Cl:1][c:2]1[c:3](-[c:9]2[cH:10][c:11]3[c:12]4[c:17]([cH:18]2)[N:16]([CH3:19])[C:15](=[O:20])[CH2:14][N:13]4[CH:21]2[CH:22]3[CH2:23][N:24]([C:27](=[O:28])[O:29][C:30]([CH3:31])([CH3:32])[CH3:33])[CH2:25][CH2:26]2)[cH:4][cH:5][c:6]([Cl:8])[cH:7]1>>[Cl:1][c:2]1[c:3](-[c:9]2[cH:10][c:11]3[c:12]4[c:17]([cH:18]2)[N:16]([CH3:19])[CH2:15][CH2:14][N:13]4[CH:21]2[CH:22]3[CH2:23][N:24]([C:27](=[O:28])[O:29][C:30]([CH3:31])([CH3:32])[CH3:33])[CH2:25][CH2:26]2)[cH:4][cH:5][c:6]([Cl:8])[cH:7]1. The reactants are CC(C)=O, NC1CC1, CCN(CC)c1nc(Cl)c(C#N)c(Cl)n1. Yields the product CCN(CC)c1nc(Cl)c(C#N)c(NC2CC2)n1. Reaction SMILES: [CH3:20][C:21](=[O:22])[CH3:23].[CH:16]1([NH2:19])[CH2:17][CH2:18]1.[Cl:1][c:2]1[n:3][c:4]([N:11]([CH2:12][CH3:13])[CH2:14][CH3:15])[n:5][c:6]([Cl:10])[c:7]1[C:8]#[N:9]>>[c:2]1([NH:19][CH:16]2[CH2:17][CH2:18]2)[n:3][c:4]([N:11]([CH2:12][CH3:13])[CH2:14][CH3:15])[n:5][c:6]([Cl:10])[c:7]1[C:8]#[N:9]. The reactants are CCc1ccc(C(=O)c2ccc(CC)cc2)cc1, CCOP(=O)(CC(=O)Nc1ccccc1)OCC, CCOC(=O)c1ccc(NC(=O)C=C(c2ccc(C)cc2)c2ccc(C)cc2)cc1. Product: CCOC(=O)c1ccc(NC(=O)CC(c2ccc(C)cc2)c2ccc(C)cc2)cc1. Reaction SMILES: [CH2:19]([c:20]1[cH:21][cH:22][c:23]([C:24]([c:25]2[cH:26][cH:27][c:28]([CH2:29][CH3:30])[cH:31][cH:32]2)=[O:33])[cH:34][cH:35]1)[CH3:36].[CH2:1]([O:2][P:3]([CH2:4][C:5]([NH:6][c:7]1[cH:8][cH:9][cH:10][cH:11][cH:12]1)=[O:13])([O:14][CH2:15][CH3:16])=[O:17])[CH3:18].[c:37]1([CH3:66])[cH:38][cH:39][c:40]([C:43](=[CH:44][C:45](=[O:46])[NH:47][c:48]2[cH:49][cH:50][c:51]([C:52](=[O:53])[O:54][CH2:55][CH3:56])[cH:57][cH:58]2)[c:59]2[cH:60][cH:61][c:62]([CH3:65])[cH:63][cH:64]2)[cH:41][cH:42]1>>[c:37]1([CH3:66])[cH:38][cH:39][c:40]([CH:43]([CH2:44][C:45](=[O:46])[NH:47][c:48]2[cH:49][cH:50][c:51]([C:52](=[O:53])[O:54][CH2:55][CH3:56])[cH:57][cH:58]2)[c:59]2[cH:60][cH:61][c:62]([CH3:65])[cH:63][cH:64]2)[cH:41][cH:42]1. The reactants are CC(C)O, CCOC(=O)NCCN1CCCC(Nc2nc3ccccc3n2Cc2ccc(C)o2)CC1, [K+], [OH-], O. Yields the product Cc1ccc(Cn2c(NC3CCCN(CCN)CC3)nc3ccccc32)o1. As a reaction SMILES: [CH3:36][CH:37]([OH:38])[CH3:39].[CH3:4][c:5]1[cH:6][cH:7][c:8]([CH2:10][n:11]2[c:12]([NH:20][CH:21]3[CH2:22][CH2:23][N:24]([CH2:28][CH2:29][NH:30][C:31](=[O:32])[O:33][CH2:34][CH3:35])[CH2:25][CH2:26][CH2:27]3)[n:13][c:14]3[c:15]2[cH:16][cH:17][cH:18][cH:19]3)[o:9]1.[K+:2].[OH-:1].[OH2:3]>>[CH3:4][c:5]1[cH:6][cH:7][c:8]([CH2:10][n:11]2[c:12]([NH:20][CH:21]3[CH2:22][CH2:23][N:24]([CH2:28][CH2:29][NH2:30])[CH2:25][CH2:26][CH2:27]3)[n:13][c:14]3[c:15]2[cH:16][cH:17][cH:18][cH:19]3)[o:9]1.